From a dataset of the Open Reaction Database (ORD), a public repository of structured organic reaction records. describe an organic reaction: reactants, conditions, products, and yield The reactants are NC1=C(NC2=CC=CC=C12)C(=O)OCC (ethyl 3-aminoindole-2-carboxylate), Cl.ClC1=CC=NC=C1 (4-chloropyridine hydrochloride). Solvent: CN1C(CCC1)=O (1-methyl-2-pyrrolidinone). Product: N1=CC=C(C=C1)NC1=C(NC2=CC=CC=C12)C(=O)OCC (Ethyl 3-(4-Pyridinylamino)indole-2-carboxylate). Isolated yield 60.7%. RXN SMILES: [NH2:1][C:2]1[C:10]2[C:5](=[CH:6][CH:7]=[CH:8][CH:9]=2)[NH:4][C:3]=1[C:11]([O:13][CH2:14][CH3:15])=[O:12].Cl.Cl[C:18]1[CH:23]=[CH:22][N:21]=[CH:20][CH:19]=1>CN1CCCC1=O>[N:21]1[CH:22]=[CH:23][C:18]([NH:1][C:2]2[C:10]3[C:5](=[CH:6][CH:7]=[CH:8][CH:9]=3)[NH:4][C:3]=2[C:11]([O:13][CH2:14][CH3:15])=[O:12])=[CH:19][CH:20]=1 |f:1.2|. Procedure: A solution ethyl 3-aminoindole-2-carboxylate (4.94 g, 24.2 mmole) and 4-chloropyridine hydrochloride (3.63 g, 24.2 mmole) in 70 mL of 1-methyl-2-pyrrolidinone was heated at 165° C. for 6 hours. The reaction mixture was then quenched into water and the aqueous phase was washed with ethyl acetate. After basification with a potassium carbonate solution, a solid was filtered, rinsed with water and ether and dried to give 4.13 g of a brown solid. A 2.2 g portion was recrystallized from methanol (char... Starting materials: [N+](=O)([O-])C=1C=C(C2=C(C=C(O2)C2=CC=CC=C2)C1)C(=O)OCCN1CCCCC1 (2-piperidinoethyl 5-nitro-2-phenylbenzofuran-7-carboxylate), stannous chloride dihydrate, C([O-])(O)=O.[Na+] (sodium bicarbonate). Solvent: C(C)(=O)OCC (ethyl acetate). Product: NC=1C=C(C2=C(C=C(O2)C2=CC=CC=C2)C1)C(=O)OCCN1CCCCC1 (2-piperidinoethyl 5-amino-2-phenylbenzofuran-7-carboxylate). Yield: 71.8%. As a reaction SMILES: [N+:1]([C:4]1[CH:5]=[C:6]([C:19]([O:21][CH2:22][CH2:23][N:24]2[CH2:29][CH2:28][CH2:27][CH2:26][CH2:25]2)=[O:20])[C:7]2[O:11][C:10]([C:12]3[CH:17]=[CH:16][CH:15]=[CH:14][CH:13]=3)=[CH:9][C:8]=2[CH:18]=1)([O-])=O.C(=O)(O)[O-].[Na+]>C(OCC)(=O)C>[NH2:1][C:4]1[CH:5]=[C:6]([C:19]([O:21][CH2:22][CH2:23][N:24]2[CH2:25][CH2:26][CH2:27][CH2:28][CH2:29]2)=[O:20])[C:7]2[O:11][C:10]([C:12]3[CH:13]=[CH:14][CH:15]=[CH:16][CH:17]=3)=[CH:9][C:8]=2[CH:18]=1 |f:1.2|. Procedure details: A mixture of 1.5 g of 2-piperidinoethyl 5-nitro-2-phenylbenzofuran-7-carboxylate, 4.29 g of stannous chloride dihydrate and 100 ml of ethyl acetate is heated at 70°-80° C. for 2 hours. The reaction mixture is neutralized with an aqueous saturated sodium bicarbonate solution and extracted with ethyl acetate. The extract is washed, dried and evaporated to remove solvent. The residue is recrystallized from isopropanol to give 995 mg of 2-piperidinoethyl 5-amino-2-phenylbenzofuran-7-carboxylate as y... The reactants are O=C(O)C(c1ccccc1)c1ccccc1, Cc1ccc2cccc(N)c2n1. The reagents and catalysts are [B-](F)(F)(F)F.CCOC(=O)C(=NOC(=[N+](C)C)N(C)C)C#N (TOTU), CCN(C(C)C)C(C)C (DIPEA). The solvent is CN(C)C=O (DMF), CN(C)C=O (DMF), CN(C)C=O (DMF), CN(C)C=O (DMF), CN(C)C=O (DMF), CN(C)C=O (DMF). Conditions: temperature 25 celsius, time 2 hour. Yields the product Cc1ccc2cccc(NC(=O)C(c3ccccc3)c3ccccc3)c2n1. Isolated yield 48.1%. As a reaction SMILES: Cc1ccc2cccc(N)c2n1.O=C(O)C(c1ccccc1)c1ccccc1.[B-](F)(F)(F)F.CCOC(=O)C(=NOC(=[N+](C)C)N(C)C)C#N.CCN(C(C)C)C(C)C.CN(C)C=O>>Cc1ccc2cccc(NC(=O)C(c3ccccc3)c3ccccc3)c2n1. As a reaction SMILES: C([CH:3]([C:7](Cl)=[O:8])[C:4](Cl)=[O:5])C.[C:10]1([C:16]2[N:17]=[C:18]([NH2:21])[S:19][CH:20]=2)[CH:15]=[CH:14][CH:13]=[CH:12][CH:11]=1.CCN([CH:28]([CH3:30])C)C(C)C.[OH2:31]>C(Cl)(Cl)Cl>[CH2:28]([O:31][C:7](=[O:8])[CH2:3][C:4]([NH:21][C:18]1[S:19][CH:20]=[C:16]([C:10]2[CH:11]=[CH:12][CH:13]=[CH:14][CH:15]=2)[N:17]=1)=[O:5])[CH3:30]. Reported procedure: Mono ethyl malonyl chloride (375 mg, 2.49 mmol) was added dropwise to a stirred solution of 4-phenyl-thiazol-2-ylamine (400 mg, 2.26 mmol) and DIEA (733 mg, 5.67 mmol) in CHCl3 (4 mL) at 0° C. and the resulting mixture was stirred for 20 minutes at room temperature. The mixture was diluted with water (5 mL) and extracted with chloroform. The organic layer was washed with saturated sodium bicarbonate solution, brine, dried over Na2SO4, and concentrated to afford 302 mg (46%) of N-(4-phenyl-thiazo... The yield is 46.0%. The reactants are O (water), C(C)C(C(=O)Cl)C(=O)Cl (Mono ethyl malonyl chloride), C1(=CC=CC=C1)C=1N=C(SC1)N (4-phenyl-thiazol-2-ylamine), CCN(C(C)C)C(C)C (DIEA). The solvent is C(Cl)(Cl)Cl (CHCl3). Product: C(C)OC(CC(=O)NC=1SC=C(N1)C1=CC=CC=C1)=O (N-(4-phenyl-thiazol-2-yl)-malonamic acid ethyl ester). Reaction conditions: time 20 minute.